Dataset: the Open Reaction Database (ORD), a public repository of structured organic reaction records. Task: describe an organic reaction: reactants, conditions, products, and yield The reactants are C1(=CC=CC=C1)C1(COC2=C1C=CC=C2)CCN(C)C (2-(3-phenyl-2,3-dihydrobenzofuran-3-yl)-N,N-dimethylethylamine), ClC(=O)OCC(Cl)(Cl)Cl (beta,beta,beta-trichloroethyl chloroformate), C(=O)([O-])[O-].[K+].[K+] (K2CO3), C(Cl)Cl (CH2Cl2). The solvent is O (Water). Run at time 8 hour. The product is C1(=CC=CC=C1)C1(COC2=C1C=CC=C2)CCN(C)C(=O)OCC(Cl)(Cl)Cl (2-(3-Phenyl-2,3-dihydrobenzofuran-3-yl)-N-(2,2,2-trichloroethoxycarbonyl)-N-methylethylamine). Isolated yield 55.3%. Reaction SMILES: [C:1]1([C:7]2([CH2:16][CH2:17][N:18](C)[CH3:19])[C:11]3[CH:12]=[CH:13][CH:14]=[CH:15][C:10]=3[O:9][CH2:8]2)[CH:6]=[CH:5][CH:4]=[CH:3][CH:2]=1.Cl[C:22]([O:24][CH2:25][C:26]([Cl:29])([Cl:28])[Cl:27])=[O:23].C([O-])([O-])=O.[K+].[K+].C(Cl)Cl>O>[C:1]1([C:7]2([CH2:16][CH2:17][N:18]([C:22]([O:24][CH2:25][C:26]([Cl:29])([Cl:28])[Cl:27])=[O:23])[CH3:19])[C:11]3[CH:12]=[CH:13][CH:14]=[CH:15][C:10]=3[O:9][CH2:8]2)[CH:2]=[CH:3][CH:4]=[CH:5][CH:6]=1 |f:2.3.4|. Procedure details: A mixture of 6.0 g (22.5 mole) of 2-(3-phenyl-2,3-dihydrobenzofuran-3-yl)-N,N-dimethylethylamine, 3.72 ml (27 mmole) beta,beta,beta-trichloroethyl chloroformate, 12.4 g (90 mmole) anhydrous K2CO3, and 100 ml anhydrous CH2Cl2 was stirred at room temperature overnight. Water was then added to dissolve the inorganics and the layers were separated. The organics were washed with water and dried over MgSO4. Filtration and evaporation gave an oil, which was chromatographed with HPLC using 80% CH2Cl2 /h... Starting materials: O1CCC2=C1C=CC(=C2)C2=NN=C(O2)S (5-(2,3-dihydro-1-benzofuran-5-yl)-1,3,4-oxadiazole-2-thiol), ClCC1=CC=C(C(=O)O)C=C1 (4-(chloromethyl)benzoic acid). Yields the product O1CCC2=C1C=CC(=C2)C2=NN=C(O2)SCC2=CC=C(C(=O)O)C=C2 (4-[[[5-(2,3-dihydro-1-benzofuran-5-yl)-1,3,4-oxadiazol-2-yl]thio]methyl]benzoic acid). The yield is 100.0%. RXN SMILES: [O:1]1[C:5]2[CH:6]=[CH:7][C:8]([C:10]3[O:14][C:13]([SH:15])=[N:12][N:11]=3)=[CH:9][C:4]=2[CH2:3][CH2:2]1.Cl[CH2:17][C:18]1[CH:26]=[CH:25][C:21]([C:22]([OH:24])=[O:23])=[CH:20][CH:19]=1>>[O:1]1[C:5]2[CH:6]=[CH:7][C:8]([C:10]3[O:14][C:13]([S:15][CH2:17][C:18]4[CH:26]=[CH:25][C:21]([C:22]([OH:24])=[O:23])=[CH:20][CH:19]=4)=[N:12][N:11]=3)=[CH:9][C:4]=2[CH2:3][CH2:2]1. Procedure: In the same manner as in Example 1 and using 5-(2,3-dihydro-1-benzofuran-5-yl)-1,3,4-oxadiazole-2-thiol instead of 5-(benzothiazol-6-yl)-1,3,4-oxadiazole-2-thiol and 4-(chloromethyl)benzoic acid instead of 3-(trifluoromethyl)benzyl chloride, the title compound (yield 100%) was obtained as colorless crystals. Starting materials: BrC=1C=C(C=CC1)NCC(C(F)(F)F)O (3-[(3-bromophenyl)amino]-1,1,1-trifluoro-2-propanol), FC(OC=1C=C(C=O)C=CC1)(F)F (3-(trifluoromethoxy)benzaldehyde), Cl (HCl), C(C)(=O)O (Acetic acid), [BH-](OC(=O)C)(OC(=O)C)OC(=O)C.[Na+] (NaBH(OAc)3), [OH-].[Na+] (sodium hydroxide). Solvent: ClC(C)Cl (dichloroethane). Run at time 3 hour. Yields the product BrC=1C=C(C=CC1)N(CC1=CC(=CC=C1)OC(F)(F)F)C(C(F)(F)F)(C)O (N-3-bromophenyl-[[[3-(trifluoromethoxy)phenyl]methyl]amino]-1,1,1-trifluoro-2-propanol). Isolated yield 119.2%. RXN SMILES: [Br:1][C:2]1[CH:3]=[C:4]([NH:8][CH2:9][CH:10](O)[C:11](F)(F)F)[CH:5]=[CH:6][CH:7]=1.[F:16][C:17]([F:28])([F:27])[O:18][C:19]1[CH:20]=C(C=[CH:25][CH:26]=1)C=O.[C:29]([OH:32])(=O)[CH3:30].[BH-](OC(C)=O)(OC(C)=O)OC(C)=O.[Na+].Cl.[OH-].[Na+]>ClC(Cl)C>[Br:1][C:2]1[CH:3]=[C:4]([N:8]([C:29]([OH:32])([CH3:30])[C:17]([F:28])([F:27])[F:16])[CH2:9][C:10]2[CH:11]=[CH:25][CH:26]=[C:19]([O:18][C:17]([F:16])([F:27])[F:28])[CH:20]=2)[CH:5]=[CH:6][CH:7]=1 |f:3.4,6.7|. Procedure: EX-633B) The 3-[(3-bromophenyl)amino]-1,1,1-trifluoro-2-propanol (1.14 g, 4 mmol) from EX-633A and 3-(trifluoromethoxy)benzaldehyde (0.78 g, 4.1 mmol) were dissolved in dichloroethane (18 mL). Acetic acid (0.253 mL, 4.2 mmol) and solid NaBH(OAc)3 (1.07 g, 5.05 mmol) were added. The mixture was stirred at room temperature for 3 h. then acidified with 1 N HCl solution. After neutralizing to pH 7.5 with 2.5 N sodium hydroxide, the mixture was extracted with methylene chloride. The organic layer was... The yield is 98.7%. The solvent is O1CCCC1 (tetrahydrofuran), O1CCCC1 (tetrahydrofuran). Product: CC1=CC(=CC(=C1)C(=O)C)C (3,5-Dimethylacetophenone). Reagents/catalysts: C/C(=C/C(=O)C)/[O-].C/C(=C/C(=O)C)/[O-].C/C(=C/C(=O)C)/[O-].[Fe+3] (tris (acetylacetonato) iron). Reported procedure: 145 g. (0.41 mole ) of tris (acetylacetonato) iron (III) is added to a solution of 2.247 kg. (≤13.32 moles) of crude Compound CXXII containing some residual toluene (from Step 1) in 4.0 l. of dry tetrahydrofuran (dried over 3 Å. molecular sieves) at 20°-25° C., the reaction mixture is cooled to -15° C. with stirring under nitrogen, a solution of 1.096 kg. (14.65 moles) of methylmagnesium chloride in tetrahydrofuran (2.9M.) is added over a 2.5 hour period at a rate such that the temperature of th... RXN SMILES: [CH3:1][C:2]1[CH:3]=[C:4]([CH:8]=[C:9]([CH3:11])[CH:10]=1)[C:5](Cl)=[O:6].[CH3:12][Mg]Cl>O1CCCC1.C/C(/[O-])=C/C(C)=O.C/C(/[O-])=C/C(C)=O.C/C(/[O-])=C/C(C)=O.[Fe+3]>[CH3:1][C:2]1[CH:3]=[C:4]([C:5]([CH3:12])=[O:6])[CH:8]=[C:9]([CH3:11])[CH:10]=1 |f:3.4.5.6|. Reactants: crude Compound, CC=1C=C(C(=O)Cl)C=C(C1)C (3,5-Dimethylbenzoyl chloride), C[Mg]Cl (methylmagnesium chloride). Reactants: C(C1=CC=CC=C1)C1CCN(CC1)CCCN(C(=O)C1CCNCC1)C1=CC(=C(C=C1)Cl)Cl (N-[3-(4-Benzyl-1-piperidinyl)propyl]-N-(3,4-dichlorophenyl)-4-piperidinecarboxamide), C[Si](C)(C)N=C=O (trimethylsilylisocyanate), C(O)([O-])=O.[Na+] (sodium hydrogen carbonate). The solvent is ClCCl (dichloromethane). Reaction conditions: time 3 day. The product is C(C1=CC=CC=C1)C1CCN(CC1)CCCN(C(=O)C1CCN(CC1)C(N)=O)C1=CC(=C(C=C1)Cl)Cl (N-[3-(4-Benzyl-1-piperidinyl)propyl]-1-carbamoyl-N-(3,4-dichlorophenyl)-4-piperidinecarboxamide). The yield is 66.0%. As a reaction SMILES: [CH2:1]([CH:8]1[CH2:13][CH2:12][N:11]([CH2:14][CH2:15][CH2:16][N:17]([C:26]2[CH:31]=[CH:30][C:29]([Cl:32])=[C:28]([Cl:33])[CH:27]=2)[C:18]([CH:20]2[CH2:25][CH2:24][NH:23][CH2:22][CH2:21]2)=[O:19])[CH2:10][CH2:9]1)[C:2]1[CH:7]=[CH:6][CH:5]=[CH:4][CH:3]=1.C[Si]([N:38]=[C:39]=[O:40])(C)C.C(=O)([O-])O.[Na+]>ClCCl>[CH2:1]([CH:8]1[CH2:13][CH2:12][N:11]([CH2:14][CH2:15][CH2:16][N:17]([C:26]2[CH:31]=[CH:30][C:29]([Cl:32])=[C:28]([Cl:33])[CH:27]=2)[C:18]([CH:20]2[CH2:21][CH2:22][N:23]([C:39](=[O:40])[NH2:38])[CH2:24][CH2:25]2)=[O:19])[CH2:10][CH2:9]1)[C:2]1[CH:7]=[CH:6][CH:5]=[CH:4][CH:3]=1 |f:2.3|. Reported procedure: To a solution of the compound obtained in Example 66 (488 mg, 1.00 mmol) in dichloromethane (10 ml) was added trimethylsilylisocyanate (2.00 ml), and the mixture was stirred at room temperature for 3 days. To the mixture was added a saturated aqueous solution of sodium hydrogen carbonate (20 ml) and the mixture was stirred for 30 minutes. The mixture was extracted with ethyl acetate (20 ml×3). The organic layer was dried over anhydrous sodium sulfate and concentrated under reduced pressure. The ... Starting materials: CS(=O)(=O)N1C[C@H](CCC1)NC1=NC(=NC=C1C=1N=C2C(=NC1)N(C=C2)COCC[Si](C)(C)C)S(=O)(=O)C (((S)-1-methanesulfonyl-piperidin-3-yl)-{2-methanesulfonyl-5-[5-(2-trimethylsilanyl-ethoxymethyl)-5H-pyrrolo[2,3-b]pyrazin-2-yl]-pyrimidin-4-yl}-amine), N1CCOCC1 (morpholine), CS(=O)(=O)C (methylsulfone). The solvent is O1CCOCC1 (dioxane). Product: CS(=O)(=O)N1C[C@H](CCC1)NC1=NC(=NC=C1C=1N=C2C(=NC1)NC=C2)N2CCOCC2 (((S)-1-methanesulfonyl-piperidin-3-yl)-[2-morpholin-4-yl-5-(5H-pyrrolo[2,3-b]pyrazin-2-yl)-pyrimidin-4-yl]-amine). RXN SMILES: [CH3:1][S:2]([N:5]1[CH2:10][CH2:9][CH2:8][C@H:7]([NH:11][C:12]2[C:17]([C:18]3[N:19]=[C:20]4[CH:26]=[CH:25][N:24](COCC[Si](C)(C)C)[C:21]4=[N:22][CH:23]=3)=[CH:16][N:15]=[C:14](S(C)(=O)=O)[N:13]=2)[CH2:6]1)(=[O:4])=[O:3].[NH:39]1[CH2:44][CH2:43][O:42][CH2:41][CH2:40]1.CS(C)(=O)=O>O1CCOCC1>[CH3:1][S:2]([N:5]1[CH2:10][CH2:9][CH2:8][C@H:7]([NH:11][C:12]2[C:17]([C:18]3[N:19]=[C:20]4[CH:26]=[CH:25][NH:24][C:21]4=[N:22][CH:23]=3)=[CH:16][N:15]=[C:14]([N:39]3[CH2:44][CH2:43][O:42][CH2:41][CH2:40]3)[N:13]=2)[CH2:6]1)(=[O:3])=[O:4]. Procedure: In a dioxane solution of ((S)-1-methanesulfonyl-piperidin-3-yl)-{2-methanesulfonyl-5-[5-(2-trimethylsilanyl-ethoxymethyl)-5H-pyrrolo[2,3-b]pyrazin-2-yl]-pyrimidin-4-yl}-amine derived from Example 84, step 1, morpholine was used to displace the methylsulfone similar to examples above and the de-protection step was similar to step 5, Example 76 to give ((S)-1-methanesulfonyl-piperidin-3-yl)-[2-morpholin-4-yl-5-(5H-pyrrolo[2,3-b]pyrazin-2-yl)-pyrimidin-4-yl]-amine. MS (ES+): 459.